This data is from the Open Reaction Database (ORD), a public repository of structured organic reaction records. The task is: describe an organic reaction: reactants, conditions, products, and yield Procedure: A solution of 8.0 g (25 mmol) of 2-[4'-[(difluoromethyl)thio][1,1'-biphenyl]-4-yl]-2-methyl-1,3-dioxolane and 30 mL of anhydrous 1,2-dichloroethane was cooled to 5° C. and sulfuryl chloride (2.3 mL, 3.8 g, 28 mmol) was added via syringe. The solution was allowed to warm to ambient temperature and concentrated to dryness. Acetone (40 mL), 5 mL of water, and 2 mL of 37% HCl were added, and the mixture was heated at 55° C. for 18 h. The mixture was diluted with 20 mL of water with cooling and seedi... Run in ClCCCl (1,2-dichloroethane). RXN SMILES: [F:1][CH:2]([F:22])[S:3][C:4]1[CH:9]=[CH:8][C:7]([C:10]2[CH:15]=[CH:14][C:13]([C:16]3([CH3:21])OCC[O:17]3)=[CH:12][CH:11]=2)=[CH:6][CH:5]=1.S(Cl)([Cl:26])(=O)=O>ClCCCl>[Cl:26][CH2:21][C:16]([C:13]1[CH:14]=[CH:15][C:10]([C:7]2[CH:8]=[CH:9][C:4]([S:3][CH:2]([F:22])[F:1])=[CH:5][CH:6]=2)=[CH:11][CH:12]=1)=[O:17]. Reaction conditions: time 30 minute. Isolated yield 71.6%. Product: ClCC(=O)C1=CC=C(C=C1)C1=CC=C(C=C1)SC(F)F (2-chloro-1-[4'-[(difluoro-methyl)thio][1,1'-biphenyl]-4-yl]ethanone). The reactants are FC(SC1=CC=C(C=C1)C1=CC=C(C=C1)C1(OCCO1)C)F (2-[4'-[(difluoromethyl)thio][1,1'-biphenyl]-4-yl]-2-methyl-1,3-dioxolane), S(=O)(=O)(Cl)Cl (sulfuryl chloride). Procedure: 3.86 g of 28% sodium methoxide methanol solution was added dropwise over 20 minutes to a solution of 3.9 g of 4,6-dichloro-2-methylthiopyrimidine in 20 ml of N,N-dimethylformamide at 0° C. Then the mixture was stirred at room temperature for 7 hours. 20 g of ice was added to the mixture, then white precipitate was collected by suction filtration, and the solid was washed with water. The solid was dissolved in ethyl acetate, washed with saturated saline, dried over anhydrous magnesium sulfate, an... Yield: 83.4%. Run at time 7 hour. Yields the product ClC1=NC(=NC(=C1)OC)SC (4-chloro-6-methoxy-2-methylthiopyrimidine). Solvent: CN(C=O)C (N,N-dimethylformamide). As a reaction SMILES: [CH3:1][OH:2].C[O-].[Na+].[Cl:6][C:7]1[CH:12]=[C:11](Cl)[N:10]=[C:9]([S:14][CH3:15])[N:8]=1>CN(C)C=O>[Cl:6][C:7]1[CH:12]=[C:11]([O:2][CH3:1])[N:10]=[C:9]([S:14][CH3:15])[N:8]=1 |f:0.1.2|. Starting materials: CO.C[O-].[Na+] (sodium methoxide methanol), ClC1=NC(=NC(=C1)Cl)SC (4,6-dichloro-2-methylthiopyrimidine), ice. Starting materials: O=C(CBr)OCc1ccccc1, O=C([O-])[O-], CC(C)=O, [K+], [K+], CC(C)(C)OC(=O)NCCc1ccc(O)cc1. Yields the product CC(C)(C)OC(=O)NCCc1ccc(OCC(=O)OCc2ccccc2)cc1. As a reaction SMILES: [Br:18][CH2:19][C:20](=[O:21])[O:22][CH2:23][c:24]1[cH:25][cH:26][cH:27][cH:28][cH:29]1.[C:30](=[O:31])([O-:32])[O-:33].[CH3:36][C:37](=[O:38])[CH3:39].[K+:34].[K+:35].[OH:1][c:2]1[cH:3][cH:4][c:5]([CH2:8][CH2:9][NH:10][C:11]([O:12][C:13]([CH3:14])([CH3:15])[CH3:16])=[O:17])[cH:6][cH:7]1>>[O:1]([c:2]1[cH:3][cH:4][c:5]([CH2:8][CH2:9][NH:10][C:11]([O:12][C:13]([CH3:14])([CH3:15])[CH3:16])=[O:17])[cH:6][cH:7]1)[CH2:19][C:20](=[O:21])[O:22][CH2:23][c:24]1[cH:25][cH:26][cH:27][cH:28][cH:29]1.